Dataset: the Open Reaction Database (ORD), a public repository of structured organic reaction records. Task: describe an organic reaction: reactants, conditions, products, and yield Starting materials: Cl (HCl), C(CCCC)(=O)O (valeric acid), polyphosphoric acid, ice H2O, NC1=NC=C(C=C1[N+](=O)[O-])[N+](=O)[O-] (2-amino-3,5-dinitropyridine), [NH4+].[OH-] (NH4OH). The reagents and catalysts are [Ni] (Raney-nickel). Solvent: O (H2O), CO (methanol), C1CCOC1 (THF). Run at temperature 95 celsius. Yields the product C(CCC)C=1NC=2C(=NC=C(C2)NC(CCCC)=O)N1 (2-butyl-6-[(1-oxopentyl)amino]-imidazo[4,5-b]pyridine). As a reaction SMILES: [NH2:1][C:2]1[C:7]([N+:8]([O-])=O)=[CH:6][C:5]([N+:11]([O-])=O)=[CH:4][N:3]=1.Cl.[C:15]([OH:21])(=O)[CH2:16][CH2:17][CH2:18][CH3:19].[NH4+].[OH-]>O.[Ni].CO.C1COCC1>[CH2:5]([C:4]1[NH:8][C:7]2[C:2]([N:1]=1)=[N:3][CH:4]=[C:5]([NH:11][C:15](=[O:21])[CH2:16][CH2:17][CH2:18][CH3:19])[CH:6]=2)[CH2:6][CH2:7][CH3:2] |f:3.4|. Reported procedure: A mixture of 2-amino-3,5-dinitropyridine (5.32 g, 28.9 mmol), THF (100 mL), methanol (250 mL) and Raney-nickel (3 mL of a 1:1 suspension in H2O) was stirred under H2 (1 atm.) was stirred for 5 h. The reaction mixture was quickly filtered into a receiving flask containing 5 mL of conc. HCl and the solvent was removed in vacuo at r. t. To this crude 2,3,5-triaminopyridine.HCl was added valeric acid (9.43 mL, 86.7 mmol) and polyphosphoric acid (100 mL) and this mixture was heated to 95° C. for 6 h.... The reactants are O.ON1N=NC2=C1C=CC=C2 (1-hydroxybenzotriazole hydrate), NC1=C(CN)C(=CC=C1)F (2-amino-6-fluorobenzylamine), 1-(3-dimethylaminopropyl)-3-ethylcarboiimide hydrochloride, Compound #16, NC1=C(CNC(=O)C2=NC3=CC=NC=C3C=C2)C(=CC=C1)F (N-(2-amino-6-fluorobenzyl)-2-[1,6]naphthyridinecarboxamide), N1=C(C=CC2=CN=CC=C12)C(=O)O (2-[1,6]naphthyridinecarboxylic acid). The solvent is CN(C)C=O (DMF). Run at time 8 hour. The product is C1(=CC=CC=C1)[C@H]1[C@@H](C1)NC(=O)C1=NC2=CC=NC=C2C=C1 ([1,6]naphthyridine-2-carboxylic acid (trans-2-phenyl-cyclopropyl)-amide). Isolated yield 94.0%. As a reaction SMILES: N[C:2]1[CH:21]=[CH:20][CH:19]=[C:18](F)[C:3]=1[CH2:4][NH:5][C:6]([C:8]1[CH:17]=[CH:16][C:15]2[C:10](=[CH:11][CH:12]=[N:13][CH:14]=2)[N:9]=1)=[O:7].N1C2C(=CN=CC=2)C=[CH:25][C:24]=1C(O)=O.O.ON1C2C=CC=CC=2N=N1.NC1C=CC=C(F)C=1CN>CN(C=O)C>[C:19]1([C@@H:18]2[CH2:3][C@H:4]2[NH:5][C:6]([C:8]2[CH:17]=[CH:16][C:15]3[C:10](=[CH:11][CH:12]=[N:13][CH:14]=3)[N:9]=2)=[O:7])[CH:20]=[CH:21][CH:2]=[CH:25][CH:24]=1 |f:2.3|. Procedure: Compound #16 N-(2-amino-6-fluorobenzyl)-2-[1,6]naphthyridinecarboxamide To a stirring mixture of 2-[1,6]naphthyridinecarboxylic acid (50 mg, 0.287 mmol) in anhydrous DMF (1.0 mL) at room temperature was added sequentially 1-hydroxybenzotriazole hydrate (42.7 mg, 0.316 mmol), 2-amino-6-fluorobenzylamine (60.0 μL) and 1-(3-dimethylaminopropyl)-3-ethylcarboiimide hydrochloride (61.8 mg, 0.316 mmol). The resulting mixture was allowed to stir at room temperature overnight and it was found to be clear... Starting materials: COC1=CC=C(C=C1)C(C)=O (p-methoxyacetophenone), COC(N(C)C)OC (dimethylformamide dimethylacetal). The product is CN(C=CC(=O)C1=CC=C(C=C1)OC)C (3-Dimethylamino-4'-methoxyacrylophenone). As a reaction SMILES: [CH3:1][O:2][C:3]1[CH:8]=[CH:7][C:6]([C:9](=[O:11])[CH3:10])=[CH:5][CH:4]=1.CO[CH:14](OC)[N:15]([CH3:17])[CH3:16]>>[CH3:14][N:15]([CH3:17])[CH:16]=[CH:10][C:9]([C:6]1[CH:7]=[CH:8][C:3]([O:2][CH3:1])=[CH:4][CH:5]=1)=[O:11]. Procedure: A mixture of 25 g. of p-methoxyacetophenone and 25 ml. of dimethylformamide dimethylacetal is refluxed for 9 hours. Evaporation gives an oil which crystallized on the addition of hexane. Recrystallization from methylene chloride and hexane gives the desired compound, m.p. 92°-95° C. Starting materials: [H][H] (hydrogen), C(C1=CC=CC=C1)OC[C@H]1[C@@H](CC[C@@H]1CCCC)O ((1R,2S,3S)-2-benzyloxymethyl-3-butylcyclopentan-1-ol), C(C)(=O)OCC (ethyl acetate). Reagents/catalysts: [C].[Pd] (palladium-carbon). Solvent: C(C)(=O)O (acetic acid). Conditions: time 16 hour. The product is C(CCC)[C@@H]1[C@H]([C@@H](CC1)O)CO ((1R,2S,3S)-3-butyl-2-hydroxymethylcyclopentan-1-ol). Isolated yield 92.0%. Reaction SMILES: [H][H].C([O:10][CH2:11][C@@H:12]1[C@@H:16]([CH2:17][CH2:18][CH2:19][CH3:20])[CH2:15][CH2:14][C@H:13]1[OH:21])C1C=CC=CC=1.C(OCC)(=O)C>[C].[Pd].C(O)(=O)C>[CH2:17]([C@H:16]1[CH2:15][CH2:14][C@@H:13]([OH:21])[C@@H:12]1[CH2:11][OH:10])[CH2:18][CH2:19][CH3:20] |f:3.4|. Procedure: In an atmosphere of hydrogen, a mixture of 4.29 g of (1R,2S,3S)-2-benzyloxymethyl-3-butylcyclopentan-1-ol (prepared in Reference Example 7), 500 ml of 10% palladium-carbon, 20 ml of ethyl acetate and 10 ml of acetic acid was stirred for 16 hrs at room temperature. After stirring the reaction mixture was filtered and the filtrate was concentrated under reduced pressure. The residue was purified by column chromatography on silica gel using a mixture of cyclohexane and ethyl acetate (1:3) as eluent... Starting materials: O=[Ag], CCOC(=O)c1ncn2c1c(=O)[nH]c1ccccc12, CI, CN(C)C=O. The product is CCOC(=O)c1ncn2c1c(=O)n(C)c1ccccc12. RXN SMILES: [Ag:27]=[O:28].[CH2:1]([CH3:2])[O:3][C:4](=[O:5])[c:6]1[n:7][cH:8][n:9]2[c:10]1[c:11](=[O:19])[nH:12][c:13]1[cH:14][cH:15][cH:16][cH:17][c:18]21.[CH3:20][I:21].[O:22]=[CH:23][N:24]([CH3:25])[CH3:26]>>[CH2:1]([CH3:2])[O:3][C:4](=[O:5])[c:6]1[n:7][cH:8][n:9]2[c:10]1[c:11](=[O:19])[n:12]([CH3:20])[c:13]1[cH:14][cH:15][cH:16][cH:17][c:18]21. The reactants are CC(C)Nc1nncc2cc(Br)ccc12, CCn1nccc1NC(=O)c1ccc(C)c(B2OC(C)(C)C(C)(C)O2)c1, c1ccc(P(c2ccccc2)(c2ccccc2)[Pd](P(c2ccccc2)(c2ccccc2)c2ccccc2)(P(c2ccccc2)(c2ccccc2)c2ccccc2)P(c2ccccc2)(c2ccccc2)c2ccccc2)cc1. Yields the product CCn1nccc1NC(=O)c1ccc(C)c(-c2ccc3c(NC(C)C)nncc3c2)c1. Reaction SMILES: [Br:1][c:2]1[cH:3][c:4]2[cH:5][n:6][n:7][c:8]([NH:12][CH:13]([CH3:14])[CH3:15])[c:9]2[cH:10][cH:11]1.[CH2:16]([CH3:17])[n:18]1[n:19][cH:20][cH:21][c:22]1[NH:23][C:24]([c:25]1[cH:26][c:27]([B:32]2[O:33][C:34]([CH3:35])([CH3:36])[C:37]([CH3:38])([CH3:39])[O:40]2)[c:28]([CH3:31])[cH:29][cH:30]1)=[O:41].[cH:42]1[cH:43][cH:44][c:45]([P:46]([Pd:47]([P:48]([c:49]2[cH:50][cH:51][cH:52][cH:53][cH:54]2)([c:55]2[cH:56][cH:57][cH:58][cH:59][cH:60]2)[c:61]2[cH:62][cH:63][cH:64][cH:65][cH:66]2)([P:67]([c:68]2[cH:69][cH:70][cH:71][cH:72][cH:73]2)([c:74]2[cH:75][cH:76][cH:77][cH:78][cH:79]2)[c:80]2[cH:81][cH:82][cH:83][cH:84][cH:85]2)[P:86]([c:87]2[cH:88][cH:89][cH:90][cH:91][cH:92]2)([c:93]2[cH:94][cH:95][cH:96][cH:97][cH:98]2)[c:99]2[cH:100][cH:101][cH:102][cH:103][cH:104]2)([c:105]2[cH:106][cH:107][cH:108][cH:109][cH:110]2)[c:111]2[cH:112][cH:113][cH:114][cH:115][cH:116]2)[cH:117][cH:118]1>>[c:2]1(-[c:27]2[cH:26][c:25]([C:24]([NH:23][c:22]3[n:18]([CH2:16][CH3:17])[n:19][cH:20][cH:21]3)=[O:41])[cH:30][cH:29][c:28]2[CH3:31])[cH:3][c:4]2[cH:5][n:6][n:7][c:8]([NH:12][CH:13]([CH3:14])[CH3:15])[c:9]2[cH:10][cH:11]1. The reactants are COC=1SC(=C(N1)C)C(=O)O (2-methoxy-4-methylthiazole-5-carboxylic acid), C(=O)(Cl)Cl (phosgene). Run in ClC1=CC=CC=C1 (chlorobenzene). Run at time 2 hour. Yields the product COC=1SC(=C(N1)C)C(=O)Cl (2-methoxy-4-methylthiazole-5-carboxylic acid chloride). Reaction SMILES: [CH3:1][O:2][C:3]1[S:4][C:5]([C:9]([OH:11])=O)=[C:6]([CH3:8])[N:7]=1.C(Cl)([Cl:14])=O>ClC1C=CC=CC=1>[CH3:1][O:2][C:3]1[S:4][C:5]([C:9]([Cl:14])=[O:11])=[C:6]([CH3:8])[N:7]=1. Procedure details: In a similar apparatus to Example 1, 10.4 g (0.06 mole) of 2-methoxy-4-methylthiazole-5-carboxylic acid were suspended in 150 ml of chlorobenzene. Under heating and reflux, phosgene was blown at a rate of 400 ml/hr for 15 hours (0.27 mole). After completion of the blowing, stirring was continued for additional 2 hours. After completion of the reaction, the reaction mixture was filtered and the filtrate was concentrated to obtain 10.9 g of 2-methoxy-4-methylthiazole-5-carboxylic acid chloride. It... Starting materials: C(C1=CC=CC=C1)OC(=O)N1CC(NCC1)=O (3-oxo-piperazine-1-carboxylic acid benzyl ester), F[B-](F)(F)F.C(C)[O+](CC)CC (triethyloxonium tetrafluoroborate). The solvent is ClCCl (dichloromethane). Run at time 3 day. Product: C(C1=CC=CC=C1)OC(=O)N1CCN=C(C1)OCC (5-Ethoxy-3,6-dihydro-2H-pyrazine-1-carboxylic acid benzyl ester). Yield: 94.2%. As a reaction SMILES: [CH2:1]([O:8][C:9]([N:11]1[CH2:16][CH2:15][NH:14][C:13](=[O:17])[CH2:12]1)=[O:10])[C:2]1[CH:7]=[CH:6][CH:5]=[CH:4][CH:3]=1.F[B-](F)(F)F.[CH2:23]([O+](CC)CC)[CH3:24]>ClCCl>[CH2:1]([O:8][C:9]([N:11]1[CH2:12][C:13]([O:17][CH2:23][CH3:24])=[N:14][CH2:15][CH2:16]1)=[O:10])[C:2]1[CH:3]=[CH:4][CH:5]=[CH:6][CH:7]=1 |f:1.2|. Reported procedure: To a solution of 3-oxo-piperazine-1-carboxylic acid benzyl ester (2.0 g, 8.54 mmol, Maybridge) in dichloromethane (18 mL) at room temperature was added triethyloxonium tetrafluoroborate (4.1 g, 21.3 mmol). This mixture was allowed to stir for about 3 days then quenched by the addition of ice chips followed by saturated aqueous sodium bicarbonate until a neutral pH was obtained. The organic layer was separated and the aqueous layer was extracted with chloroform (3×). The combined organic extracts...